Dataset: the Open Reaction Database (ORD), a public repository of structured organic reaction records. Task: describe an organic reaction: reactants, conditions, products, and yield Starting materials: O1CCOCCNCCOCCNCC1 (1,4,10-trioxa-7,13-diazacyclopentadecane), C12(CC3CC(CC(C1)C3)C2)CC(=O)Cl ((1-adamantyl) acetyl chloride). Yields the product C12(CC3CC(CC(C1)C3)C2)CC(=O)N2CCOCCOCCN(CCOCC2)C(CC23CC1CC(CC(C2)C1)C3)=O (7,13-Bis((1-adamantyl)acetyl )-1,4,10-trioxa-7,13-diazacyclopentadecane). RXN SMILES: [O:1]1[CH2:15][CH2:14][NH:13][CH2:12][CH2:11][O:10][CH2:9][CH2:8][NH:7][CH2:6][CH2:5][O:4][CH2:3][CH2:2]1.[C:16]12([CH2:26][C:27](Cl)=[O:28])[CH2:25][CH:20]3[CH2:21][CH:22]([CH2:24][CH:18]([CH2:19]3)[CH2:17]1)[CH2:23]2>>[C:16]12([CH2:26][C:27]([N:13]3[CH2:12][CH2:11][O:10][CH2:9][CH2:8][N:7]([C:27](=[O:28])[CH2:26][C:16]45[CH2:25][CH:20]6[CH2:19][CH:18]([CH2:24][CH:22]([CH2:21]6)[CH2:23]4)[CH2:17]5)[CH2:6][CH2:5][O:4][CH2:3][CH2:2][O:1][CH2:15][CH2:14]3)=[O:28])[CH2:25][CH:20]3[CH2:21][CH:22]([CH2:24][CH:18]([CH2:19]3)[CH2:17]1)[CH2:23]2. Reported procedure: Analogously to Example 2 from 1,4,10-trioxa-7,13-diazacyclopentadecane and (1-adamantyl) acetyl chloride.